This data is from the Open Reaction Database (ORD), a public repository of structured organic reaction records. The task is: describe an organic reaction: reactants, conditions, products, and yield The reactants are CCCCc1nc2ccsc2n1Cc1ccc(-c2ccccc2C(=O)OC)cc1, CO, [Na+], [OH-]. Product: CCCCc1nc2ccsc2n1Cc1ccc(-c2ccccc2C(=O)O)cc1. RXN SMILES: [CH2:1]([CH2:2][CH2:3][CH3:4])[c:5]1[n:6][c:7]2[c:8]([n:9]1[CH2:10][c:11]1[cH:12][cH:13][c:14](-[c:17]3[c:18]([C:23](=[O:24])[O:25][CH3:26])[cH:19][cH:20][cH:21][cH:22]3)[cH:15][cH:16]1)[s:27][cH:28][cH:29]2.[CH3:32][OH:33].[Na+:31].[OH-:30]>>[CH2:1]([CH2:2][CH2:3][CH3:4])[c:5]1[n:6][c:7]2[c:8]([n:9]1[CH2:10][c:11]1[cH:12][cH:13][c:14](-[c:17]3[c:18]([C:23](=[O:24])[OH:25])[cH:19][cH:20][cH:21][cH:22]3)[cH:15][cH:16]1)[s:27][cH:28][cH:29]2. The reactants are ClC1=CC=C(C=C1)C=1C=C(C=NC1OCC(F)(F)F)N (5-(4-chloro-phenyl)-6-(2,2, 2-trifluoro-ethoxy)-pyridin-3-ylamine), CN1N=C(C=C1C(=O)O)C (1,3-dimethyl-1H-pyrazole-5-carboxylic acid). Product: ClC1=CC=C(C=C1)C=1C=C(C=NC1OCC(F)(F)F)NC(=O)C=1N(N=C(C1)C)C (2,5-dimethyl-2H-pyrazole-3-carboxylic acid[5-(4-chloro-phenyl)-6-(2,2,2-trifluoro-ethoxy)-pyridin-3-yl]-amide). Reaction SMILES: [Cl:1][C:2]1[CH:7]=[CH:6][C:5]([C:8]2[CH:9]=[C:10]([NH2:20])[CH:11]=[N:12][C:13]=2[O:14][CH2:15][C:16]([F:19])([F:18])[F:17])=[CH:4][CH:3]=1.[CH3:21][N:22]1[C:26]([C:27](O)=[O:28])=[CH:25][C:24]([CH3:30])=[N:23]1>>[Cl:1][C:2]1[CH:3]=[CH:4][C:5]([C:8]2[CH:9]=[C:10]([NH:20][C:27]([C:26]3[N:22]([CH3:21])[N:23]=[C:24]([CH3:30])[CH:25]=3)=[O:28])[CH:11]=[N:12][C:13]=2[O:14][CH2:15][C:16]([F:17])([F:18])[F:19])=[CH:6][CH:7]=1. Procedure details: The title compound was synthesized in analogy to Example 1, using 5-(4-chloro-phenyl)-6-(2,2, 2-trifluoro-ethoxy)-pyridin-3-ylamine and 1,3-dimethyl-1H-pyrazole-5-carboxylic acid as starting materials, MS (LC/MS): 425.6 (M+H). The reactants are [OH-].[Na+] (NaOH), [I-].[K+] (potassium iodide), OC1=CC=C(C(=O)O)C=C1 (p-hydroxy-benzoic acid), Cl (HCl), ClCCCCCCO (6-chloro-hexanol). As a reaction SMILES: [OH:1][C:2]1[CH:10]=[CH:9][C:5]([C:6]([OH:8])=[O:7])=[CH:4][CH:3]=1.[OH-].[Na+].Cl[CH2:14][CH2:15][CH2:16][CH2:17][CH2:18][CH2:19][OH:20].[I-].[K+].Cl>CO.O>[OH:20][CH2:19][CH2:18][CH2:17][CH2:16][CH2:15][CH2:14][O:1][C:2]1[CH:10]=[CH:9][C:5]([C:6]([OH:8])=[O:7])=[CH:4][CH:3]=1 |f:1.2,4.5|. Yields the product OCCCCCCOC1=CC=C(C(=O)O)C=C1 (4-(6-Hydroxy-hexyloxy)-benzoic acid). Procedure details: 229.2 g (1.66 mol) of p-hydroxy-benzoic acid were dissolved in 600 ml of methanol and treated at 0° C. within 10 minutes with a solution of 151 g (3.77 mol) of NaOH in 480 ml of H2O. 271.2 g (1.99 mol) of 6-chloro-hexanol were slowly added dropwise to this solution. Finally, 0.75 g of potassium iodide was added and the batch was boiled under reflux for 60 hours. For the working up, the yellow solution was poured into 3 1 of H2O and treated with 10% HCl (about 600 ml) until a pH value of 1 had be... The solvent is O (H2O), O (H2O), CO (methanol).